From a dataset of the Open Reaction Database (ORD), a public repository of structured organic reaction records. describe an organic reaction: reactants, conditions, products, and yield Reactants: BrC=1C(=C(C(=C(C1)C1=NC=CC=C1)I)[N+](=O)[O-])F (2-(5-bromo-4-fluoro-2-iodo-3-nitrophenyl)pyridine), ice, [NH4+].[Cl-] (NH4Cl). The reagents and catalysts are [Fe] (Fe). Run in CO (MeOH). Conditions: time 10 minute. The product is BrC=1C(=C(N)C(=C(C1)C1=NC=CC=C1)I)F (3-bromo-2-fluoro-6-iodo-5-(pyridin-2-yl)aniline). Yield: 97.0%. Reaction SMILES: [Br:1][C:2]1[C:3]([F:18])=[C:4]([N+:15]([O-])=O)[C:5]([I:14])=[C:6]([C:8]2[CH:13]=[CH:12][CH:11]=[CH:10][N:9]=2)[CH:7]=1.[NH4+].[Cl-]>CO.[Fe]>[Br:1][C:2]1[C:3]([F:18])=[C:4]([C:5]([I:14])=[C:6]([C:8]2[CH:13]=[CH:12][CH:11]=[CH:10][N:9]=2)[CH:7]=1)[NH2:15] |f:1.2|. Procedure: To a solution of 2-(5-bromo-4-fluoro-2-iodo-3-nitrophenyl)pyridine (1.0 g, 2.36 mmol) in MeOH (25 mL) was added Fe powder (0.66 mL, 11.82 mmol) at 0° C. The mixture was stirred at rt for 10 min followed by addition of aqueous solution of NH4Cl (0.63 g, 11.82 mmol). The mixture was then heated up to 80° C. for 2 h. After completion of reaction (by TLC), the mixture was poured onto 100 mL of ice cold water and extracted with EtOAc (3×100 mL). The combined organic layer was washed with brine, dried... Starting materials: CCCCCCCCOc1ccc(C(=O)C(=O)O)cc1, CON, CCOC(C)=O, Cl, Cl, C1CCOC1, O. Yields the product CCCCCCCCOc1ccc(C(=NOC)C(=O)O)cc1. Reaction SMILES: [CH2:1]([CH2:2][CH2:3][CH2:4][CH2:5][CH2:6][CH2:7][CH3:8])[O:9][c:10]1[cH:11][cH:12][c:13]([C:16]([C:17](=[O:18])[OH:19])=[O:20])[cH:14][cH:15]1.[CH3:23][O:24][NH2:25].[CH3:26][CH2:27][O:28][C:29](=[O:30])[CH3:31].[ClH:21].[ClH:22].[O:33]1[CH2:34][CH2:35][CH2:36][CH2:37]1.[OH2:32]>>[CH2:1]([CH2:2][CH2:3][CH2:4][CH2:5][CH2:6][CH2:7][CH3:8])[O:9][c:10]1[cH:11][cH:12][c:13]([C:16]([C:17](=[O:18])[OH:19])=[N:25][O:24][CH3:23])[cH:14][cH:15]1.